Task: describe an organic reaction: reactants, conditions, products, and yield. Dataset: the Open Reaction Database (ORD), a public repository of structured organic reaction records Reactants: ClC1=CC=C(CC2C(OC(OC2=O)(C)C)=O)C=C1 (5-(4-chlorobenzyl)-2,2-dimethyl-1,3-dioxane-4,6-dione), Intermediate 7, BrC=1C=C2C(=C(C(=NC2=CC1)Cl)CC1=CC=C(C=C1)Cl)Cl (6-bromo-2,4-dichloro-3-(4-chlorobenzyl)quinoline), BrC=1C=C2C(=C(C(=NC2=CC1)Cl)CC1=CC=C(C=C1)Cl)Cl (6-bromo-2,4-dichloro-3-(4-chlorobenzyl)quinoline), BrC=1C=C2C(=C(C(=NC2=CC1)Cl)CC1=CC=C(C=C1)Cl)Cl (6-bromo-2,4-dichloro-3-(4-chlorobenzyl)quinoline), COC1=CC=C(CC2C(OC(OC2=O)(C)C)=O)C=C1 (5-(4-methoxybenzyl)-2,2-dimethyl-1,3-dioxane-4,6-dione). Product: COC1=CC=C(CC(C(=O)O)C(=O)O)C=C1 (2-(4-Methoxybenzyl)malonic acid). Reaction SMILES: ClC1C=CC(CC2C(=O)OC(C)(C)OC2=O)=CC=1.BrC1C=C2C(=CC=1)N=C(Cl)C(CC1C=CC(Cl)=CC=1)=C2Cl.[CH3:40][O:41][C:42]1[CH:58]=[CH:57][C:45]([CH2:46][CH:47]2[C:52](=[O:53])[O:51]C(C)(C)[O:49][C:48]2=[O:56])=[CH:44][CH:43]=1>>[CH3:40][O:41][C:42]1[CH:43]=[CH:44][C:45]([CH2:46][CH:47]([C:48]([OH:56])=[O:49])[C:52]([OH:53])=[O:51])=[CH:57][CH:58]=1. Procedure: The title compound was prepared by substituting 5-(4-chlorobenzyl)-2,2-dimethyl-1,3-dioxane-4,6-dione (Intermediate 3: step a) with 5-(4-methoxybenzyl)-2,2-dimethyl-1,3-dioxane-4,6-dione (Intermediate 7: step a) then following the procedure described for the preparation of 2-(4-chlorobenzyl)malonic acid (Intermediate 3: step b). The reactants are CC#N, COC(=O)c1ccccc1C#C[Si](C)(C)C, [Cs+], [F-], O. The product is C#Cc1ccccc1C(=O)OC. Reaction SMILES: [C:20](#[N:21])[CH3:22].[CH3:1][O:2][C:3]([c:4]1[c:5]([C:10]#[C:11][Si:12]([CH3:13])([CH3:14])[CH3:15])[cH:6][cH:7][cH:8][cH:9]1)=[O:16].[Cs+:18].[F-:17].[OH2:19]>>[CH3:1][O:2][C:3]([c:4]1[c:5]([C:10]#[CH:11])[cH:6][cH:7][cH:8][cH:9]1)=[O:16]. Starting materials: CN(C)C(=O)Cl, CN(C)C=O, OCCOc1ccc(Oc2ccc(F)cc2)cc1, [H-], [Na+]. The product is CN(C)C(=O)OCCOc1ccc(Oc2ccc(F)cc2)cc1. RXN SMILES: [CH3:21][N:22]([C:23](=[O:24])[Cl:25])[CH3:26].[CH3:27][N:28]([CH3:29])[CH:30]=[O:31].[F:1][c:2]1[cH:3][cH:4][c:5]([O:6][c:7]2[cH:8][cH:9][c:10]([O:11][CH2:12][CH2:13][OH:14])[cH:15][cH:16]2)[cH:17][cH:18]1.[H-:19].[Na+:20]>>[F:1][c:2]1[cH:3][cH:4][c:5]([O:6][c:7]2[cH:8][cH:9][c:10]([O:11][CH2:12][CH2:13][O:14][C:23]([N:22]([CH3:21])[CH3:26])=[O:24])[cH:15][cH:16]2)[cH:17][cH:18]1. The reactants are NC1=C(C=C(OC2=CC=NC=3NC(C=NC32)=O)C=C1)F (8-(4-amino-3-fluorophenoxy)pyrido[2,3-b]pyrazin-3(4H)-one), C(C)(C)(C)C1=NN(C(=C1)N=C=O)C1=CC=CC=C1 (3-tert-butyl-5-isocyanato-1-phenyl-1H-pyrazole). The product is C(C)(C)(C)C1=NN(C(=C1)NC(=O)NC1=C(C=C(C=C1)OC1=CC=NC2=C1N=CC(N2)=O)F)C2=CC=CC=C2 (1-(3-tert-butyl-1-phenyl-1H-pyrazol-5-yl)-3-(2-fluoro-4-(3-oxo-3,4-dihydropyrido[3,2-b]pyrazin-8-yloxy)phenyl)urea). As a reaction SMILES: [NH2:1][C:2]1[CH:19]=[CH:18][C:5]([O:6][C:7]2[C:16]3[N:15]=[CH:14][C:13](=[O:17])[NH:12][C:11]=3[N:10]=[CH:9][CH:8]=2)=[CH:4][C:3]=1[F:20].[C:21]([C:25]1[CH:29]=[C:28]([N:30]=[C:31]=[O:32])[N:27]([C:33]2[CH:38]=[CH:37][CH:36]=[CH:35][CH:34]=2)[N:26]=1)([CH3:24])([CH3:23])[CH3:22]>>[C:21]([C:25]1[CH:29]=[C:28]([NH:30][C:31]([NH:1][C:2]2[CH:19]=[CH:18][C:5]([O:6][C:7]3[C:16]4[N:15]=[CH:14][C:13](=[O:17])[NH:12][C:11]=4[N:10]=[CH:9][CH:8]=3)=[CH:4][C:3]=2[F:20])=[O:32])[N:27]([C:33]2[CH:38]=[CH:37][CH:36]=[CH:35][CH:34]=2)[N:26]=1)([CH3:24])([CH3:22])[CH3:23]. Procedure details: Method F2 was used with 8-(4-amino-3-fluorophenoxy)pyrido[2,3-b]pyrazin-3(4H)-one and 3-tert-butyl-5-isocyanato-1-phenyl-1H-pyrazole to afford the title compound. Yield: 50 mg (60%) of a cream colored solid. Starting materials: NC1=C(C=C(C=C1)C1=C(C=CC(=C1)C)S(=O)C1=C(C=C(C=C1)C)C1=CC(=C(C=C1)N)[N+](=O)[O-])[N+](=O)[O-] ((4-amino-3-nitrophenyl)-4-methylphenyl sulfoxide), NC1=C(C=C(C=C1)S(=O)C1=CC=C(C=C1)C1=CC=CC=C1)[N+](=O)[O-] (4-(4-amino-3-nitrophenylsulfinyl)-biphenyl). Product: NC=1C=C(C=CC1N)S(=O)C1=CC=C(C=C1)C1=CC=CC=C1 (4-(3,4-Diaminophenylsulfinyl)-biphenyl). The yield is 95.0%. RXN SMILES: NC1C=CC(C2C=C(C)C=CC=2S(C2C=CC(C)=CC=2C2C=CC(N)=C([N+]([O-])=O)C=2)=O)=CC=1[N+]([O-])=O.[NH2:37][C:38]1[CH:43]=[CH:42][C:41]([S:44]([C:46]2[CH:51]=[CH:50][C:49]([C:52]3[CH:57]=[CH:56][CH:55]=[CH:54][CH:53]=3)=[CH:48][CH:47]=2)=[O:45])=[CH:40][C:39]=1[N+:58]([O-])=O>>[NH2:58][C:39]1[CH:40]=[C:41]([S:44]([C:46]2[CH:51]=[CH:50][C:49]([C:52]3[CH:57]=[CH:56][CH:55]=[CH:54][CH:53]=3)=[CH:48][CH:47]=2)=[O:45])[CH:42]=[CH:43][C:38]=1[NH2:37]. Procedure details: Following the procedure described in Example 2 but using as a starting material instead of (4-amino-3-nitrophenyl)-4-methylphenyl sulfoxide a corresponding amount of 4-(4-amino-3-nitrophenylsulfinyl)-biphenyl, the title compound is obtained. The reactants are Cl (hydrochloric acid), C(C)C1=C2C(=C(C=C(C2=CC=C1)/C=C(/C(=O)O)\C)OC)OCOC ((E)-3-(5-ethyl-3-methoxy-4-methoxymethoxy-1-naphthyl)-2-methylpropenoic acid), O (water). The solvent is CC(=O)C (acetone). Conditions: time 1.5 hour. Yields the product C(C)C1=C2C(=C(C=C(C2=CC=C1)/C=C(/C(=O)O)\C)OC)O ((E)-3-(5-ethyl-4-hydroxy-3-methoxy-1-naphthyl)-2-methylpropenoic acid). Isolated yield 95.3%. As a reaction SMILES: [CH2:1]([C:3]1[CH:12]=[CH:11][CH:10]=[C:9]2[C:4]=1[C:5]([O:21]COC)=[C:6]([O:19][CH3:20])[CH:7]=[C:8]2/[CH:13]=[C:14](\[CH3:18])/[C:15]([OH:17])=[O:16])[CH3:2].Cl.O>CC(C)=O>[CH2:1]([C:3]1[CH:12]=[CH:11][CH:10]=[C:9]2[C:4]=1[C:5]([OH:21])=[C:6]([O:19][CH3:20])[CH:7]=[C:8]2/[CH:13]=[C:14](\[CH3:18])/[C:15]([OH:17])=[O:16])[CH3:2]. Procedure: 23 g of (E)-3-(5-ethyl-3-methoxy-4-methoxymethoxy-1-naphthyl)-2-methylpropenoic acid was dissolved in 230 ml of acetone and 15 ml of concentrated hydrochloric acid was added slowly at room temperature. After stirring at room temperature for 1.5 hours, the reaction mixture was gradually poured into 3.5 liters of water. The resultant crystals were filtered, washed with water and dried to obtain 19 g of the titled compound as pale yellow crystals. Reagents/catalysts: C(C1=CC=CC=C1)(=O)OOC(C1=CC=CC=C1)=O (benzoyl peroxide). Procedure details: A solution of 10 g of androsta-1,4-diene-3,17-dione in 95 ml of carbon tetrachloride is refluxed with 6.4 g of N-bromosuccinimide and 0.4 g of benzoyl peroxide for seventy five minutes. After filtration of succinimide, the filtrate was cooled in ice until crystallization is complete. The mixture is then filtered and dried so obtaining 9.8 g of crude 6-bromoandrosta-1,4-diene-3,17-dione satisfactory for the next step. The analytical sample is crystallized from diethyl ether/n-hexane, m.p. 188°-19... RXN SMILES: [CH3:1][C@:2]12[CH2:19][CH2:18][C@H:17]3[C@@H:7]([CH2:8][CH2:9][C:10]4[C@:15]3([CH3:16])[CH:14]=[CH:13][C:12](=[O:20])[CH:11]=4)[C@@H:6]1[CH2:5][CH2:4][C:3]2=[O:21].[Br:22]N1C(=O)CCC1=O>C(Cl)(Cl)(Cl)Cl.C(OOC(=O)C1C=CC=CC=1)(=O)C1C=CC=CC=1>[Br:22][CH:9]1[C:10]2[C@:15]([CH3:16])([CH:14]=[CH:13][C:12](=[O:20])[CH:11]=2)[C@@H:17]2[C@H:7]([C@H:6]3[C@@:2]([CH2:19][CH2:18]2)([CH3:1])[C:3](=[O:21])[CH2:4][CH2:5]3)[CH2:8]1. Starting materials: C[C@@]12C(CC[C@H]1[C@@H]1CCC3=CC(C=C[C@]3(C)[C@H]1CC2)=O)=O (androsta-1,4-diene-3,17-dione), BrN1C(CCC1=O)=O (N-bromosuccinimide). Isolated yield 76.7%. Product: BrC1C[C@H]2[C@@H]3CCC([C@@]3(C)CC[C@@H]2[C@]2(C=CC(C=C12)=O)C)=O (6-bromoandrosta-1,4-diene-3,17-dione). Run in C(Cl)(Cl)(Cl)Cl (carbon tetrachloride). Reactants: C1CCOC1, Cc1ccc2c(n1)COC2=O, Cl, O=C1Cc2cc(F)ccc2N1. Yields the product Cc1ccc2c(n1)COC2=C1C(=O)Nc2ccc(F)cc21. RXN SMILES: [CH2:24]1[O:25][CH2:26][CH2:27][CH2:28]1.[CH3:12][c:13]1[cH:14][cH:15][c:16]2[c:17]([n:18]1)[CH2:19][O:20][C:21]2=[O:22].[ClH:23].[F:1][c:2]1[cH:3][c:4]2[c:8]([cH:9][cH:10]1)[NH:7][C:6](=[O:11])[CH2:5]2>>[F:1][c:2]1[cH:3][c:4]2[c:8]([cH:9][cH:10]1)[NH:7][C:6](=[O:11])[C:5]2=[C:21]1[c:16]2[cH:15][cH:14][c:13]([CH3:12])[n:18][c:17]2[CH2:19][O:20]1. The reactants are CC(=O)OC1c2ccccc2Oc2ccccc21, CCN(CC)C1CCCNC1, c1ccccc1. Yields the product CCN(CC)C1CCCN(C2c3ccccc3Oc3ccccc32)C1. RXN SMILES: [C:1]([O:2][CH:5]1[c:6]2[cH:7][cH:8][cH:9][cH:10][c:11]2[O:12][c:13]2[cH:14][cH:15][cH:16][cH:17][c:18]21)(=[O:3])[CH3:4].[CH2:19]([CH3:20])[N:21]([CH:22]1[CH2:23][NH:24][CH2:25][CH2:26][CH2:27]1)[CH2:28][CH3:29].[cH:30]1[cH:31][cH:32][cH:33][cH:34][cH:35]1>>[CH:5]1([N:24]2[CH2:23][CH:22]([N:21]([CH2:19][CH3:20])[CH2:28][CH3:29])[CH2:27][CH2:26][CH2:25]2)[c:6]2[cH:7][cH:8][cH:9][cH:10][c:11]2[O:12][c:13]2[cH:14][cH:15][cH:16][cH:17][c:18]21. Reactants: C(C)(C)(C)OC(=O)N[C@@H]1[C@@H](CCCC1)NC1=NC(=C(C(=N1)C)C(=O)OC)C=1C=NN(C1)C (methyl 2-((1R,2S)-2-(tert-butoxycarbonylamino)cyclohexylamino)-4-methyl-6-(1-methyl-1H-pyrazol-4-yl)pyrimidine-5-carboxylate), [Se](=O)=O (selenium dioxide). The solvent is O1CCOCC1 (dioxane). Reaction conditions: temperature 100 celsius. Yields the product C(C)(C)(C)OC(=O)N[C@@H]1[C@@H](CCCC1)NC1=NC(=C(C(=N1)C=O)C(=O)OC)C=1C=NN(C1)C (Methyl 2-((1R,2S)-2-(tert-butoxycarbonylamino)cyclohexylamino)-4-formyl-6-(1-methyl-1H-pyrazol-4-yl)pyrimidine-5-carboxylate). Reaction SMILES: [C:1]([O:5][C:6]([NH:8][C@H:9]1[CH2:14][CH2:13][CH2:12][CH2:11][C@H:10]1[NH:15][C:16]1[N:21]=[C:20]([CH3:22])[C:19]([C:23]([O:25][CH3:26])=[O:24])=[C:18]([C:27]2[CH:28]=[N:29][N:30]([CH3:32])[CH:31]=2)[N:17]=1)=[O:7])([CH3:4])([CH3:3])[CH3:2].[Se](=O)=[O:34]>O1CCOCC1>[C:1]([O:5][C:6]([NH:8][C@H:9]1[CH2:14][CH2:13][CH2:12][CH2:11][C@H:10]1[NH:15][C:16]1[N:21]=[C:20]([CH:22]=[O:34])[C:19]([C:23]([O:25][CH3:26])=[O:24])=[C:18]([C:27]2[CH:28]=[N:29][N:30]([CH3:32])[CH:31]=2)[N:17]=1)=[O:7])([CH3:4])([CH3:3])[CH3:2]. Procedure: To a 25 mL round bottom flask was added methyl 2-((1R,2S)-2-(tert-butoxycarbonylamino)cyclohexylamino)-4-methyl-6-(1-methyl-1H-pyrazol-4-yl)pyrimidine-5-carboxylate (0.17 g, 0.382 mmol), selenium dioxide (0.085 g, 0.765 mmol) and dioxane. The reaction mixture was heated at 100° C. overnight, cooled to RT, and filtered through a bed of Celite 545, which was rinsed with MeOH. The solvent was removed to give the title compound as yellowish-brown foam, which was used in the next step without further...